Dataset: the Open Reaction Database (ORD), a public repository of structured organic reaction records. Task: describe an organic reaction: reactants, conditions, products, and yield Reactants: CC(=O)O[BH-](OC(C)=O)OC(C)=O, COc1ccc2occ(CC(C)=O)c2c1, CC(=O)O, ClCCCl, c1cnc2c(N3CCNCC3)cccc2c1, [Na+], [Na+], O=C([O-])O. Product: COc1ccc2occ(CC(C)N3CCN(c4cccc5cccnc45)CC3)c2c1. Reaction SMILES: [C:32]([O:33][BH-:34]([O:35][C:36](=[O:37])[CH3:38])[O:39][C:40](=[O:41])[CH3:42])(=[O:43])[CH3:44].[CH3:1][O:2][c:3]1[cH:4][cH:5][c:6]2[c:7]([c:8]([CH2:11][C:12](=[O:13])[CH3:14])[cH:9][o:10]2)[cH:15]1.[CH3:55][C:56](=[O:57])[OH:58].[Cl:51][CH2:52][CH2:53][Cl:54].[N:16]1([c:22]2[cH:23][cH:24][cH:25][c:26]3[cH:27][cH:28][cH:29][n:30][c:31]23)[CH2:17][CH2:18][NH:19][CH2:20][CH2:21]1.[Na+:45].[Na+:50].[O-:46][C:47]([OH:48])=[O:49]>>[CH3:1][O:2][c:3]1[cH:4][cH:5][c:6]2[c:7]([c:8]([CH2:11][CH:12]([CH3:14])[N:19]3[CH2:18][CH2:17][N:16]([c:22]4[cH:23][cH:24][cH:25][c:26]5[cH:27][cH:28][cH:29][n:30][c:31]45)[CH2:21][CH2:20]3)[cH:9][o:10]2)[cH:15]1. The reactants are CNCC1=CC=CC=C1 (N-methyl-N-benzylamine), C(C)(C)P(=O)(Cl)Cl (isopropyl phosphonic dichloride), C(C)(C)P(=O)(Cl)Cl (isopropyl phosphonic dichloride), dilithio. The solvent is CC1CCCCC1 (methylcyclohexane). The product is C(C)(C)P1(N(CC2=C1C=CC=C2)C)=O (1-isopropyl-2-methyl-2,3-dihydro-1H-2,1-benzazaphosphole-1-oxide). As a reaction SMILES: [CH3:1][NH:2][CH2:3][C:4]1[CH:9]=[CH:8][CH:7]=[CH:6][CH:5]=1.[CH:10]([P:13](Cl)(Cl)=[O:14])([CH3:12])[CH3:11]>CC1CCCCC1>[CH:10]([P:13]1(=[O:14])[C:5]2[CH:6]=[CH:7][CH:8]=[CH:9][C:4]=2[CH2:3][N:2]1[CH3:1])([CH3:12])[CH3:11]. Reported procedure: The procedure of Example 30 was employed utilizing N-methyl-N-benzylamine and isopropyl phosphonic dichloride. The reaction of the dilithio compound and the isopropyl phosphonic dichloride was conducted at -72° C. The crude product produced as a result of the chromatographic separation was slurried in methylcyclohexane to yield a pale solid. The solid was recrystallized from diethyl ether and petroleum ether to yield 1-isopropyl-2-methyl-2,3-dihydro-1H-2,1-benzazaphosphole-1-oxide as a crystalli...